This data is from the Open Reaction Database (ORD), a public repository of structured organic reaction records. The task is: describe an organic reaction: reactants, conditions, products, and yield Reactants: C(C)OC(=O)C(C(=O)OCC)CC(C)C (2-(ethyloxycarbonyl)-4-methylpentanoic acid, ethyl ester), [OH-].[Na+] (sodium hydroxide). Solvent: CO (methanol). Product: C(=O)(O)C(C(=O)O)CC(C)C (2-Carboxy-4-methylpentanoic acid). Isolated yield 100.2%. RXN SMILES: C([O:3][C:4]([CH:6]([CH2:12][CH:13]([CH3:15])[CH3:14])[C:7]([O:9]CC)=[O:8])=[O:5])C.[OH-].[Na+]>CO>[C:7]([CH:6]([CH2:12][CH:13]([CH3:15])[CH3:14])[C:4]([OH:5])=[O:3])([OH:9])=[O:8] |f:1.2|. Reported procedure: A solution of 91.1 g of 2-(ethyloxycarbonyl)-4-methylpentanoic acid, ethyl ester in 300 ml of methanol is treated for 6 hours at 80° C. with 400 ml of 10% sodium hydroxide. The solution is concentrated in vacuo to 400 ml and acidified with 10% hydrochloric acid. The product is extracted with ethyl acetate to yield 67.6 g of the title compound, which crystallizes on standing. Recrystallization from ethyl acetate-hexane yields the title compound, melting point 102°-105° C. The reactants are [Na+].CS(=O)[O-] (Methanesulphinic acid sodium salt), BrC=1C=C(C=C(C1)F)CO ((3-bromo-5-fluorophenyl)methanol). Reagents/catalysts: [Cu]I (copper(I) iodide). Solvent: CCOC(=O)C (EtOAc), CS(=O)C (DMSO). Conditions: temperature 90 celsius, time 3 day. Product: FC=1C=C(C=C(C1)S(=O)(=O)C)CO ([3-fluoro-5-(methylsulfonyl)phenyl]methanol). The yield is 48.2%. RXN SMILES: [Na+].[CH3:2][S:3]([O-:5])=[O:4].Br[C:7]1[CH:8]=[C:9]([CH2:14][OH:15])[CH:10]=[C:11]([F:13])[CH:12]=1>CS(C)=O.CCOC(C)=O.[Cu]I>[F:13][C:11]1[CH:10]=[C:9]([CH2:14][OH:15])[CH:8]=[C:7]([S:3]([CH3:2])(=[O:5])=[O:4])[CH:12]=1 |f:0.1|. Procedure details: Methanesulphinic acid sodium salt (748 mg, 7.33 mmol) was added to (3-bromo-5-fluorophenyl)methanol (501 mg, 2.44 mmol) and copper(I) iodide (0.248 mL, 7.33 mmol) in DMSO (12 mL) under nitrogen. The resulting mixture was stirred at 90° C. for 3 days. The reaction mixture was diluted with EtOAc (300 mL), then filtered. The filtrate was washed sequentially with water (200 mL) and saturated brine (2×200 mL). The organic layer was dried over Na2SO4, filtered and evaporated to afford crude product. T... Starting materials: COCCOCCOCCOCC(=O)OCc1ccccc1, CO. Product: COCCOCCOCCOCC(=O)O. Reaction SMILES: [CH2:1]([c:2]1[cH:3][cH:4][cH:5][cH:6][cH:7]1)[O:8][C:9]([CH2:10][O:11][CH2:12][CH2:13][O:14][CH2:15][CH2:16][O:17][CH2:18][CH2:19][O:20][CH3:21])=[O:22].[CH3:23][OH:24]>>[O:8]=[C:9]([CH2:10][O:11][CH2:12][CH2:13][O:14][CH2:15][CH2:16][O:17][CH2:18][CH2:19][O:20][CH3:21])[OH:22]. Reactants: CC#N, NCCCO, CCN(CCCOS(C)(=O)=O)Cc1c2ccccc2cc2ccccc12. Yields the product CCN(CCCNCCCO)Cc1c2ccccc2cc2ccccc12. RXN SMILES: [CH3:32][C:33]#[N:34].[NH2:27][CH2:28][CH2:29][CH2:30][OH:31].[cH:1]1[cH:2][cH:3][cH:4][c:5]2[cH:6][c:7]3[cH:8][cH:9][cH:10][cH:11][c:12]3[c:13]([CH2:15][N:16]([CH2:17][CH2:18][CH2:19][O:20][S:21]([CH3:22])(=[O:23])=[O:24])[CH2:25][CH3:26])[c:14]12>>[cH:1]1[cH:2][cH:3][cH:4][c:5]2[cH:6][c:7]3[cH:8][cH:9][cH:10][cH:11][c:12]3[c:13]([CH2:15][N:16]([CH2:17][CH2:18][CH2:19][NH:27][CH2:28][CH2:29][CH2:30][OH:31])[CH2:25][CH3:26])[c:14]12. RXN SMILES: [Li]CCCC.Br[C:7]1[N:11]([CH3:12])[C:10]([CH3:13])=[N:9][CH:8]=1.[Cl:14][C:15]1[C:24]2[C:19](=[CH:20][CH:21]=[C:22]([C:25]([C:27]3[C:28]([CH3:34])=[N:29][C:30]([CH3:33])=[CH:31][CH:32]=3)=[O:26])[CH:23]=2)[N:18]=[C:17]([O:35][CH3:36])[C:16]=1[CH2:37][C:38]1[CH:43]=[CH:42][C:41]([F:44])=[CH:40][CH:39]=1>C1COCC1>[Cl:14][C:15]1[C:24]2[C:19](=[CH:20][CH:21]=[C:22]([C:25]([C:7]3[N:11]([CH3:12])[C:10]([CH3:13])=[N:9][CH:8]=3)([C:27]3[C:28]([CH3:34])=[N:29][C:30]([CH3:33])=[CH:31][CH:32]=3)[OH:26])[CH:23]=2)[N:18]=[C:17]([O:35][CH3:36])[C:16]=1[CH2:37][C:38]1[CH:39]=[CH:40][C:41]([F:44])=[CH:42][CH:43]=1. Reaction conditions: time 1.5 minute. Procedure: A solution of n-BuLi (2.5 M in hexanes, 0.90 mL, 2.2 mmol) was added dropwise by syringe to a solution of 5-bromo-1,2-dimethyl-1H-imidazole (408.9 mg, 2.336 mmol) in dry THF (12 mL) in a dry ice-acetone bath. After 1-2 minutes, (4-chloro-3-(4-fluorobenzyl)-2-methoxyquinolin-6-yl)(2,6-dimethylpyridin-3-yl)methanone (0.505 g, 1.16 mmol, Intermediate 48: step b) in dry THF (12 mL) was added to the mixture via syringe. After 5 minutes, the reaction was removed from the cold bath and was allowed to w... Solvent: C1CCOC1 (THF), C1CCOC1 (THF). Starting materials: [Li]CCCC (n-BuLi), BrC1=CN=C(N1C)C (5-bromo-1,2-dimethyl-1H-imidazole), ClC1=C(C(=NC2=CC=C(C=C12)C(=O)C=1C(=NC(=CC1)C)C)OC)CC1=CC=C(C=C1)F ((4-chloro-3-(4-fluorobenzyl)-2-methoxyquinolin-6-yl)(2,6-dimethylpyridin-3-yl)methanone), ClC1=C(C(=NC2=CC=C(C=C12)C(=O)C=1C(=NC(=CC1)C)C)OC)CC1=CC=C(C=C1)F ((4-chloro-3-(4-fluorobenzyl)-2-methoxyquinolin-6-yl)(2,6-dimethylpyridin-3-yl)methanone). The product is ClC1=C(C(=NC2=CC=C(C=C12)C(O)(C=1C(=NC(=CC1)C)C)C1=CN=C(N1C)C)OC)CC1=CC=C(C=C1)F ((4-Chloro-3-(4-fluorobenzyl)-2-methoxyquinolin-6-yl)(1,2-dimethyl-1H-imidazol-5-yl)(2,6-dimethylpyridin-3-yl)methanol). Starting materials: FC1=CC=C(C2=C1NC(CO2)=O)F (5,8-Difluoro-4H-benzo[1,4]oxazin-3-one), C(=O)([O-])[O-].[Cs+].[Cs+] (Cs2CO3), ClCCCI (1-chloro-3-iodopropane). The product is ClCCCN1C(COC2=C1C(=CC=C2F)F)=O (4-(3-Chloropropyl)-5,8-difluoro-4H-benzo[1,4]oxazin-3-one). The yield is 16.8%. As a reaction SMILES: [F:1][C:2]1[C:7]2[NH:8][C:9](=[O:12])[CH2:10][O:11][C:6]=2[C:5]([F:13])=[CH:4][CH:3]=1.C([O-])([O-])=O.[Cs+].[Cs+].[Cl:20][CH2:21][CH2:22][CH2:23]I>>[Cl:20][CH2:21][CH2:22][CH2:23][N:8]1[C:7]2[C:2]([F:1])=[CH:3][CH:4]=[C:5]([F:13])[C:6]=2[O:11][CH2:10][C:9]1=[O:12] |f:1.2.3|. Procedure details: 5,8-Difluoro-4H-benzo[1,4]oxazin-3-one (1.86 g, 10 mmol), Cs2CO3 (4.91 g, 15 mmol), and 1-chloro-3-iodopropane (2.04 g, 10 mmol) were mixed according to GP2. Purified by column chromatography (SiO2; heptanes/EtOAc, gradient 0 to 50% EtOAc) to give the title compound (0.44 g, 17%). Rf=0.74 (heptanes/EtOAc 1:1); 1H NMR (CDCl3) δ 6.86-6.73 (m, 2H), 4.60 (s, 2H), 4.18-4.12 (m, 2H), 3.56 (t, J=6.4 Hz, 2H), 2.20-2.12 (m, 2H); 13C NMR (CDCl3) δ 164.7, 148.4 (dd, J=243.9 Hz, J=2.8 Hz), 147.5 (dd, J=243.... The reactants are C(C1=CC=CC=C1)(=O)C[N+](=O)[O-] (benzoylnitromethane), ClC(C(=O)OCC)=NO (ethyl chlorooximinoacetate). Product: C(C)OC(=O)C1=NOC(=C1[N+](=O)[O-])C1=CC=CC=C1 (4-Nitro-5-phenyl-isoxazole-3-carboxylic acid ethyl ester). As a reaction SMILES: [C:1]([CH2:9][N+:10]([O-:12])=[O:11])(=[O:8])[C:2]1[CH:7]=[CH:6][CH:5]=[CH:4][CH:3]=1.Cl[C:14](=[N:20]O)[C:15]([O:17][CH2:18][CH3:19])=[O:16]>>[CH2:18]([O:17][C:15]([C:14]1[C:9]([N+:10]([O-:12])=[O:11])=[C:1]([C:2]2[CH:7]=[CH:6][CH:5]=[CH:4][CH:3]=2)[O:8][N:20]=1)=[O:16])[CH3:19]. Reported procedure: 4-Nitro-5-phenyl-isoxazole-3-carboxylic acid ethyl ester is prepared from benzoylnitromethane and ethyl chlorooximinoacetate, using the condition described in Dal Piaz, V.; Pinzauti, S.; Lacrimini, P. Synthesis 1975, 664; 1H NMR (CDCl3, 400 MHz) δ 7.93 (d, 2H), 7.65 (t, 1H), 7.58 (t, 2H), 4.53 (q, 2H), 1.44 (t, 3H); HPLC-MS calculated for C12H10N2O5 (M+H+) 263.1. Found 263.1. The reactants are COC=1C=C(C=CC1N1C=NC(=C1)C)NC(=S)N ([3-methoxy-4-(4-methyl-imidazol-1-yl)-phenyl]-thiourea), BrC1C(C(CCC1)C1=CC(=CC(=C1)F)F)=O (2-bromo-6-(3,5-difluoro-phenyl)-cyclohexanone). The solvent is C(C)O (ethanol). Yields the product FC=1C=C(C=C(C1)F)C1CCCC2=C1N=C(S2)NC2=CC(=C(C=C2)N2C=NC(=C2)C)OC ([4-(3,5-Difluoro-phenyl)-4,5,6,7-tetrahydro-benzothiazol-2-yl]-[3-methoxy-4-(4-methyl-imidazol-1-yl)-phenyl]-amine). The yield is 34.0%. As a reaction SMILES: [CH3:1][O:2][C:3]1[CH:4]=[C:5]([NH:15][C:16]([NH2:18])=[S:17])[CH:6]=[CH:7][C:8]=1[N:9]1[CH:13]=[C:12]([CH3:14])[N:11]=[CH:10]1.Br[CH:20]1[CH2:25][CH2:24][CH2:23][CH:22]([C:26]2[CH:31]=[C:30]([F:32])[CH:29]=[C:28]([F:33])[CH:27]=2)[C:21]1=O>C(O)C>[F:32][C:30]1[CH:31]=[C:26]([CH:22]2[C:21]3[N:18]=[C:16]([NH:15][C:5]4[CH:6]=[CH:7][C:8]([N:9]5[CH:13]=[C:12]([CH3:14])[N:11]=[CH:10]5)=[C:3]([O:2][CH3:1])[CH:4]=4)[S:17][C:20]=3[CH2:25][CH2:24][CH2:23]2)[CH:27]=[C:28]([F:33])[CH:29]=1. Procedure details: A suspension of [3-methoxy-4-(4-methyl-imidazol-1-yl)-phenyl]-thiourea (68 mg, 0.26 mmol) and of crude 2-bromo-6-(3,5-difluoro-phenyl)-cyclohexanone (78 mg, 0.27 mmol) in ethanol (2 mL) was heated to reflux under an atmosphere of nitrogen for 2 days. After cooling to room temperature the solvent was evaporated under reduced pressure and the residue was purified by reversed preparative HPLC using acetonitril/water (0.1% formic acid) to yield the title compound (40 mg, 34%) as a yellow solid. 1H N... Starting materials: CCOC(=O)CC(NC(=O)CN1CC(c2ccccc2)Oc2ccc(NC(=O)NCc3ccccc3)cc2C1=O)c1ccccc1, [Li+], [OH-]. Product: O=C(O)CC(NC(=O)CN1CC(c2ccccc2)Oc2ccc(NC(=O)NCc3ccccc3)cc2C1=O)c1ccccc1. Reaction SMILES: [CH2:1]([CH3:2])[O:3][C:4]([CH2:5][CH:6]([c:7]1[cH:8][cH:9][cH:10][cH:11][cH:12]1)[NH:13][C:14]([CH2:15][N:16]1[CH2:17][CH:18]([c:39]2[cH:40][cH:41][cH:42][cH:43][cH:44]2)[O:19][c:20]2[c:21]([cH:24][c:25]([NH:28][C:29](=[O:30])[NH:31][CH2:32][c:33]3[cH:34][cH:35][cH:36][cH:37][cH:38]3)[cH:26][cH:27]2)[C:22]1=[O:23])=[O:45])=[O:46].[Li+:48].[OH-:47]>>[O:3]=[C:4]([CH2:5][CH:6]([c:7]1[cH:8][cH:9][cH:10][cH:11][cH:12]1)[NH:13][C:14]([CH2:15][N:16]1[CH2:17][CH:18]([c:39]2[cH:40][cH:41][cH:42][cH:43][cH:44]2)[O:19][c:20]2[c:21]([cH:24][c:25]([NH:28][C:29](=[O:30])[NH:31][CH2:32][c:33]3[cH:34][cH:35][cH:36][cH:37][cH:38]3)[cH:26][cH:27]2)[C:22]1=[O:23])=[O:45])[OH:46].